This data is from the Open Reaction Database (ORD), a public repository of structured organic reaction records. The task is: describe an organic reaction: reactants, conditions, products, and yield Starting materials: CC(=O)C1=CC(=C(C=C1)OC)F (3-fluoro-4-methoxyacetophenone), Cl.FC=1C=C(CON)C=CC1 (O-(3-fluorobenzyl)hydroxylamine hydrochloride), N1=CC=CC=C1 (pyridine). Solvent: C(C)O (ethanol). The product is FC=1C=C(CON=C(C)C2=CC(=C(C=C2)OC)F)C=CC1 (3′-fluoro-4′-methoxyacetophenone-O-3-fluorobenzyloxime). Yield: 90.1%. Reaction SMILES: [CH3:1][C:2]([C:4]1[CH:9]=[CH:8][C:7]([O:10][CH3:11])=[C:6]([F:12])[CH:5]=1)=O.Cl.[F:14][C:15]1[CH:16]=[C:17]([CH:21]=[CH:22][CH:23]=1)[CH2:18][O:19][NH2:20].N1C=CC=CC=1>C(O)C>[F:14][C:15]1[CH:16]=[C:17]([CH:21]=[CH:22][CH:23]=1)[CH2:18][O:19][N:20]=[C:2]([C:4]1[CH:9]=[CH:8][C:7]([O:10][CH3:11])=[C:6]([F:12])[CH:5]=1)[CH3:1] |f:1.2|. Reported procedure: A solution of 3-fluoro-4-methoxyacetophenone (0.063 g, 0.377 mmol), O-(3-fluorobenzyl)hydroxylamine hydrochloride (0.100 g, 0.569 mmol) and pyridine (0.14 ml, 1.73 mmol) in ethanol (5 ml) was stirred at reflux under nitrogen for 4 h and cooled to room temperature. The solution was concentrated to a pale yellow oil which was diluted with water. The suspension was extracted with dichloromethane (×3). The combined organic phases were washed with water and brine, dried over magnesium sulphate, filte...